Dataset: the Open Reaction Database (ORD), a public repository of structured organic reaction records. Task: describe an organic reaction: reactants, conditions, products, and yield The reactants are CS(=O)(=O)O.NN=CNC(=O)C=1N(C2=C(C=CC(=C2C1)C)O)C (N-(aminoiminomethyl)-1,4-dimethyl-7-hydroxy-1H-indole-2-carboxamide methanesulfonate), N1=CC=CC=C1 (pyridine). Conditions: time 16.5 hour. Yields the product S(=O)(=O)(OC=1C=CC(=C2C=C(N(C12)C)C(=O)NC(=N)N)C)O (2-[[[amino(imino)methyl]amino]carbonyl]-1,4-dimethyl-1H-indol-7-yl hydrogen sulfate). Reaction SMILES: C[S:2]([OH:5])(=[O:4])=[O:3].N[N:7]=[CH:8][NH:9][C:10]([C:12]1[N:13]([CH3:23])[C:14]2[C:19]([CH:20]=1)=[C:18]([CH3:21])[CH:17]=[CH:16][C:15]=2[OH:22])=[O:11].[N:24]1C=CC=CC=1>>[S:2]([OH:5])([O:22][C:15]1[CH:16]=[CH:17][C:18]([CH3:21])=[C:19]2[C:14]=1[N:13]([CH3:23])[C:12]([C:10]([NH:9][C:8]([NH2:24])=[NH:7])=[O:11])=[CH:20]2)(=[O:4])=[O:3] |f:0.1|. Procedure details: A sulfur trioxide-pyridine complex (2.51 g, 15.8 mmol) was added to a solution of N-(aminoiminomethyl)-1,4-dimethyl-7-hydroxy-1H-indole-2-carboxamide methanesulfonate (1.80 g, 5.26 mmol) in pyridine (20 ml), and the resulting mixture was stirred at room temperature for 16.5 hours. The solvent was distilled off under reduced pressure and water was added to the residue. Subsequently, diethyl ether was added thereto, and the solid precipitated was collected by filtration and washed with methanol to... Starting materials: C1CCOC1, CC#N, CCCCCC, Clc1nc2ccccc2nc1-c1ccccc1, Cl, [I-], [Na+]. Yields the product Ic1nc2ccccc2nc1-c1ccccc1. Reaction SMILES: [CH2:24]1[O:25][CH2:26][CH2:27][CH2:28]1.[CH3:21][C:22]#[N:23].[CH3:29][CH2:30][CH2:31][CH2:32][CH2:33][CH3:34].[Cl:1][c:2]1[n:3][c:4]2[cH:5][cH:6][cH:7][cH:8][c:9]2[n:10][c:11]1-[c:12]1[cH:13][cH:14][cH:15][cH:16][cH:17]1.[ClH:18].[I-:20].[Na+:19]>>[c:2]1([I:20])[n:3][c:4]2[cH:5][cH:6][cH:7][cH:8][c:9]2[n:10][c:11]1-[c:12]1[cH:13][cH:14][cH:15][cH:16][cH:17]1. The reactants are O=Cc1cccc(C(=O)O)c1, CC(C)N=C=NC(C)C, ClCCl, NCc1ccc(OC(F)(F)F)cc1, On1nnc2ccccc21. Product: O=Cc1cccc(C(=O)NCc2ccc(OC(F)(F)F)cc2)c1. RXN SMILES: [C:1](=[O:2])([OH:3])[c:4]1[cH:5][c:6]([CH:7]=[O:8])[cH:9][cH:10][cH:11]1.[CH:35]([N:36]=[C:37]=[N:38][CH:39]([CH3:40])[CH3:41])([CH3:42])[CH3:43].[Cl:44][CH2:45][Cl:46].[F:12][C:13]([O:14][c:15]1[cH:16][cH:17][c:18]([CH2:19][NH2:20])[cH:21][cH:22]1)([F:23])[F:24].[OH:25][n:26]1[c:27]2[cH:28][cH:29][cH:30][cH:31][c:32]2[n:33][n:34]1>>[C:1](=[O:3])([c:4]1[cH:5][c:6]([CH:7]=[O:8])[cH:9][cH:10][cH:11]1)[NH:20][CH2:19][c:18]1[cH:17][cH:16][c:15]([O:14][C:13]([F:12])([F:23])[F:24])[cH:22][cH:21]1. Reactants: OCc1ccccc1CCCCCCCBr, CCOC(C)=O. Product: O=Cc1ccccc1CCCCCCCBr. Reaction SMILES: [Br:1][CH2:2][CH2:3][CH2:4][CH2:5][CH2:6][CH2:7][CH2:8][c:9]1[c:10]([CH2:11][OH:12])[cH:13][cH:14][cH:15][cH:16]1.[CH3:17][CH2:18][O:19][C:20](=[O:21])[CH3:22]>>[Br:1][CH2:2][CH2:3][CH2:4][CH2:5][CH2:6][CH2:7][CH2:8][c:9]1[c:10]([CH:11]=[O:12])[cH:13][cH:14][cH:15][cH:16]1. Reported procedure: Methyl 3-(2-methoxyphenyl)propionate (1.80 g) was reacted with cyclohexane carbaldehyde (1.25 g) in substantially the same manner as that of Preparation 1-4) to give less polar isomer of methyl (2RS,3SR)-3-cyclohexyl-3-hydroxy-2-(2-methoxyphenylmethyl)propionate (isomer A) (0.706 g) and more polar isomer of (2RS,3RS)-isomer of the same (isomer B) (0.940 g). Yields the product C1(CCCCC1)C(C(C(=O)OC)CC1=C(C=CC=C1)OC)O (methyl (2RS,3SR)-3-cyclohexyl-3-hydroxy-2-(2-methoxyphenylmethyl)propionate). As a reaction SMILES: [CH3:1][O:2][C:3]1[CH:8]=[CH:7][CH:6]=[CH:5][C:4]=1[CH2:9][CH2:10][C:11]([O:13][CH3:14])=[O:12].[CH:15]1([CH:21]=[O:22])[CH2:20][CH2:19][CH2:18][CH2:17][CH2:16]1>>[CH:15]1([CH:21]([OH:22])[CH:10]([CH2:9][C:4]2[CH:5]=[CH:6][CH:7]=[CH:8][C:3]=2[O:2][CH3:1])[C:11]([O:13][CH3:14])=[O:12])[CH2:20][CH2:19][CH2:18][CH2:17][CH2:16]1. Starting materials: COC1=C(C=CC=C1)CCC(=O)OC (Methyl 3-(2-methoxyphenyl)propionate), C1(CCCCC1)C=O (cyclohexane carbaldehyde).